From a dataset of the Open Reaction Database (ORD), a public repository of structured organic reaction records. describe an organic reaction: reactants, conditions, products, and yield Reactants: CN1CCCC1=O, Cc1ccc2c(c1)nc(N)c1nc(Cl)ccc12, [F-], [K+], C1COCCOCCOCCOCCOCCO1. Yields the product Cc1ccc2c(c1)nc(N)c1nc(F)ccc12. As a reaction SMILES: [CH3:38][N:39]1[CH2:40][CH2:41][CH2:42][C:43]1=[O:44].[Cl:1][c:2]1[n:3][c:4]2[c:5]([NH2:17])[n:6][c:7]3[c:8]([c:9]2[cH:10][cH:11]1)[cH:12][cH:13][c:14]([CH3:16])[cH:15]3.[F-:18].[K+:19].[O:20]1[CH2:21][CH2:22][O:23][CH2:24][CH2:25][O:26][CH2:27][CH2:28][O:29][CH2:30][CH2:31][O:32][CH2:33][CH2:34][O:35][CH2:36][CH2:37]1>>[c:2]1([F:18])[n:3][c:4]2[c:5]([NH2:17])[n:6][c:7]3[c:8]([c:9]2[cH:10][cH:11]1)[cH:12][cH:13][c:14]([CH3:16])[cH:15]3. Reactants: COc1ccc(C2Sc3cc(OCc4ccccc4)ccc3N(CCN(C)C(=O)OCc3ccccc3)C(=O)C2O)cc1, CC(=O)OC(C)=O, c1ccncc1. Product: COc1ccc(C2Sc3cc(OCc4ccccc4)ccc3N(CCN(C)C(=O)OCc3ccccc3)C(=O)C2OC(C)=O)cc1. RXN SMILES: [CH3:1][O:2][c:3]1[cH:4][cH:5][c:6]([CH:9]2[S:10][c:11]3[c:12]([cH:32][cH:33][c:34]([O:36][CH2:37][c:38]4[cH:39][cH:40][cH:41][cH:42][cH:43]4)[cH:35]3)[N:13]([CH2:18][CH2:19][N:20]([CH3:21])[C:22](=[O:23])[O:24][CH2:25][c:26]3[cH:27][cH:28][cH:29][cH:30][cH:31]3)[C:14](=[O:17])[CH:15]2[OH:16])[cH:7][cH:8]1.[CH3:44][C:45](=[O:46])[O:47][C:48](=[O:49])[CH3:50].[cH:51]1[cH:52][cH:53][n:54][cH:55][cH:56]1>>[CH3:1][O:2][c:3]1[cH:4][cH:5][c:6]([CH:9]2[S:10][c:11]3[c:12]([cH:32][cH:33][c:34]([O:36][CH2:37][c:38]4[cH:39][cH:40][cH:41][cH:42][cH:43]4)[cH:35]3)[N:13]([CH2:18][CH2:19][N:20]([CH3:21])[C:22](=[O:23])[O:24][CH2:25][c:26]3[cH:27][cH:28][cH:29][cH:30][cH:31]3)[C:14](=[O:17])[CH:15]2[O:16][C:45]([CH3:44])=[O:46])[cH:7][cH:8]1. Reactants: C(=S)=S (carbon disulphide), C(C)(=O)O[C@@H]1[C@H](C(N1)=O)[C@@H](C)O[Si](C)(C)C(C)(C)C ((3R, 4R)-4-acetoxy-3-[(R)-1-t-butyldimethylsilyloxyethyl]azetidin-2-one), CC(CNC(=O)OCC1=CC=C(C=C1)[N+](=O)[O-])S (1-methyl-2-(p-nitrobenzyloxycarbonylamino)ethanethiol), [Na] (sodium). Run in C(C)(=O)O (acetic acid), CO (methanol), C(C)(=O)OCC (ethyl acetate). Reaction conditions: time 5 minute. Yields the product [Si](C)(C)(C(C)(C)C)O[C@H](C)[C@H]1C(N[C@@H]1SC(=S)SC(CNC(=O)OCC1=CC=C(C=C1)[N+](=O)[O-])C)=O ((3S, 4R)3-[(R)-1-t-Butyldimethylsilyloxyethyl]-4-[1-methyl-2-p-nitrobenzyloxycarbonylaminoethylthio(thiocarbonyl)]thioazetidin-2-one). The yield is 76.5%. Reaction SMILES: [CH3:1][CH:2]([SH:18])[CH2:3][NH:4][C:5]([O:7][CH2:8][C:9]1[CH:14]=[CH:13][C:12]([N+:15]([O-:17])=[O:16])=[CH:11][CH:10]=1)=[O:6].[Na].[C:20](=[S:22])=[S:21].C(O[C@H:27]1[NH:30][C:29](=[O:31])[C@@H:28]1[C@H:32]([O:34][Si:35]([C:38]([CH3:41])([CH3:40])[CH3:39])([CH3:37])[CH3:36])[CH3:33])(=O)C>CO.C(OCC)(=O)C.C(O)(=O)C>[Si:35]([O:34][C@@H:32]([C@@H:28]1[C@@H:27]([S:21][C:20]([S:18][CH:2]([CH3:1])[CH2:3][NH:4][C:5]([O:7][CH2:8][C:9]2[CH:14]=[CH:13][C:12]([N+:15]([O-:17])=[O:16])=[CH:11][CH:10]=2)=[O:6])=[S:22])[NH:30][C:29]1=[O:31])[CH3:33])([C:38]([CH3:41])([CH3:39])[CH3:40])([CH3:37])[CH3:36] |^1:18|. Procedure: 168 mg (0.59 mmole) of 1-methyl-2-(p-nitrobenzyloxycarbonylamino)ethanethiol were added to a solution of 12.5 mg (0.57 mmole) of metallic sodium in 4 ml of methanol at -10° C., and then the mixture was stirred for 5 minutes. 45 mg (0.59 mmole) of carbon disulphide were added to the resulting solution at the same temperature, followed by stirring for 10 minutes. Then 154 mg (0.54 mmole) of (3R, 4R)-4-acetoxy-3-[(R)-1-t-butyldimethylsilyloxyethyl]azetidin-2-one were added to the solution at the sa... Starting materials: [K+], [K+], Nc1c(Nc2cccnc2Cl)c(=O)c1=O, O=C([O-])[O-], CC(C)(C)C(NC(=O)c1cc(F)cc(F)c1)n1nnc2ccccc21. Product: CC(C)(C)C(NC(=O)c1cc(F)cc(F)c1)Nc1c(Nc2cccnc2Cl)c(=O)c1=O. RXN SMILES: [K+:41].[K+:42].[NH2:1][c:2]1[c:3](=[O:15])[c:4](=[O:14])[c:5]1[NH:6][c:7]1[c:8]([Cl:13])[n:9][cH:10][cH:11][cH:12]1.[O-:43][C:44]([O-:45])=[O:46].[n:16]1([CH:25]([C:26]([CH3:27])([CH3:28])[CH3:29])[NH:30][C:31]([c:32]2[cH:33][c:34]([F:39])[cH:35][c:36]([F:38])[cH:37]2)=[O:40])[c:17]2[cH:18][cH:19][cH:20][cH:21][c:22]2[n:23][n:24]1>>[NH:1]([c:2]1[c:3](=[O:15])[c:4](=[O:14])[c:5]1[NH:6][c:7]1[c:8]([Cl:13])[n:9][cH:10][cH:11][cH:12]1)[CH:25]([C:26]([CH3:27])([CH3:28])[CH3:29])[NH:30][C:31]([c:32]1[cH:33][c:34]([F:39])[cH:35][c:36]([F:38])[cH:37]1)=[O:40]. Reaction SMILES: [CH3:15][N:16]([C:17](=[S:18])[Cl:19])[CH3:20].[CH3:23][N:24]([CH3:25])[CH:26]=[O:27].[H-:1].[K+:22].[Na+:2].[OH-:21].[OH:3][c:4]1[n:5][n:6]2[c:7]([n:8][c:9]([CH3:13])[cH:10][c:11]2[CH3:12])[cH:14]1>>[O:3]([c:4]1[n:5][n:6]2[c:7]([n:8][c:9]([CH3:13])[cH:10][c:11]2[CH3:12])[cH:14]1)[C:17]([N:16]([CH3:15])[CH3:20])=[S:18]. Reactants: CN(C)C(=S)Cl, CN(C)C=O, [H-], [K+], [Na+], [OH-], Cc1cc(C)n2nc(O)cc2n1. Product: Cc1cc(C)n2nc(OC(=S)N(C)C)cc2n1. The reactants are C(C)(=O)N1CCNCC1 (1-acetylpiperazine), CC(=O)O (HOAc), [BH3-]C#N.[Na+] (NaBH3CN), [BH3-]C#N.[Na+] (NaBH3CN), C(C)(=O)C1=CC(=NC=C1)NC(OC(C)(C)C)=O (tert-Butyl 4-acetylpyridin-2-ylcarbamate). Solvent: CO (MeOH), C(=O)(O)[O-].[Na+] (NaHCO3). Reaction conditions: temperature 50 celsius. Yields the product C(C)(=O)N1CCN(CC1)C(C)C1=CC(=NC=C1)NC(OC(C)(C)C)=O (tert-Butyl 4-[1-(4-acetylpiperazin-1-yl)ethyl]pyridin-2-ylcarbamate). RXN SMILES: [C:1]([C:4]1[CH:9]=[CH:8][N:7]=[C:6]([NH:10][C:11](=[O:17])[O:12][C:13]([CH3:16])([CH3:15])[CH3:14])[CH:5]=1)(=O)[CH3:2].[C:18]([N:21]1[CH2:26][CH2:25][NH:24][CH2:23][CH2:22]1)(=[O:20])[CH3:19].CC(O)=O.[BH3-]C#N.[Na+]>CO.C([O-])(O)=O.[Na+]>[C:18]([N:21]1[CH2:26][CH2:25][N:24]([CH:1]([C:4]2[CH:9]=[CH:8][N:7]=[C:6]([NH:10][C:11](=[O:17])[O:12][C:13]([CH3:16])([CH3:15])[CH3:14])[CH:5]=2)[CH3:2])[CH2:23][CH2:22]1)(=[O:20])[CH3:19] |f:3.4,6.7|. Procedure details: To a suspension of tert-butyl 4-acetylpyridin-2-ylcarbamate (16-3, 187 mg, 0.79 mmole) in MeOH (3 mL) was added 1-acetylpiperazine (304 mg, 2.37 mmole), glacial HOAc (0.14 mL, 2.3.7 mmole), and NaBH3CN (149 mg, 2.37 mmole) then the mixture was heated to 50° C. After 6 hr additional NaBH3CN (149 mg, 2.37 mmole) was added and heating continued. After 18 hr the mixture was cooled to RT, diluted with saturated NaHCO3, and extracted with CH2Cl2 (3×). The combined organic layers were dried (MgSO4), fi...